From a dataset of the Open Reaction Database (ORD), a public repository of structured organic reaction records. describe an organic reaction: reactants, conditions, products, and yield Starting materials: C1(=CC=C(C=C1)CN1C=C(C=CC1=O)C(=O)OC)C1=CC=CC=C1 (methyl 1-(4-biphenylylmethyl)-1,6-dihydro-6-oxo-3-pyridinecarboxylate), C1CCOC1 (THF), [OH-].[Na+] (sodium hydroxide). Run in CO (methanol). Conditions: time 3 hour. Yields the product C1(=CC=C(C=C1)CN1C=C(C=CC1=O)C(=O)O)C1=CC=CC=C1 (1-(4-Biphenylylmethyl)-1,6-dihydro-6-oxo-3-pyridinecarboxylic Acid). Isolated yield 97.6%. RXN SMILES: [C:1]1([C:19]2[CH:24]=[CH:23][CH:22]=[CH:21][CH:20]=2)[CH:6]=[CH:5][C:4]([CH2:7][N:8]2[C:13](=[O:14])[CH:12]=[CH:11][C:10]([C:15]([O:17]C)=[O:16])=[CH:9]2)=[CH:3][CH:2]=1.C1COCC1.[OH-].[Na+]>CO>[C:1]1([C:19]2[CH:20]=[CH:21][CH:22]=[CH:23][CH:24]=2)[CH:2]=[CH:3][C:4]([CH2:7][N:8]2[C:13](=[O:14])[CH:12]=[CH:11][C:10]([C:15]([OH:17])=[O:16])=[CH:9]2)=[CH:5][CH:6]=1 |f:2.3|. Reported procedure: To a solution of methyl 1-(4-biphenylylmethyl)-1,6-dihydro-6-oxo-3-pyridinecarboxylate (4.5 g) in methanol (50 ml)/THF (50 ml) was added dropwise 1N aqueous sodium hydroxide (28 ml) at room temperature. The reaction mixture was stirred at room temperature for 3 hr and concentrated. The residue was diluted with 1 N hydrochloric acid (30 ml) and extracted with a mixed solvent of ethyl acetate and THF. The organic layer was washed with saturated aqueous sodium chloride, dried, and concentrated. Dii... Reactants: C(C)OC(=O)[C@@H]1CC[C@@H](CC1)O (cis-4-hydroxy-cyclohexanecarboxylic acid ethyl ester), N1C=NC=C1 (imidazole), [Si](C)(C)(C(C)(C)C)Cl (tert-butyldimethylsilyl-chloride), CN(C)C=O (DMF). The solvent is O (water). Reaction conditions: time 8 hour. Product: C(C)OC(=O)[C@@H]1CC[C@@H](CC1)O[Si](C)(C)C(C)(C)C (cis-4-tert-Butyl-dimethylsilanyloxy-cyclohexanecarboxylic acid ethyl ester). The yield is 90.2%. RXN SMILES: [CH2:1]([O:3][C:4]([C@H:6]1[CH2:11][CH2:10][C@@H:9]([OH:12])[CH2:8][CH2:7]1)=[O:5])[CH3:2].N1C=CN=C1.[Si:18](Cl)([C:21]([CH3:24])([CH3:23])[CH3:22])([CH3:20])[CH3:19].CN(C=O)C>O>[CH2:1]([O:3][C:4]([C@H:6]1[CH2:11][CH2:10][C@@H:9]([O:12][Si:18]([C:21]([CH3:24])([CH3:23])[CH3:22])([CH3:20])[CH3:19])[CH2:8][CH2:7]1)=[O:5])[CH3:2]. Procedure details: A mixture of 3 g of cis-4-hydroxy-cyclohexanecarboxylic acid ethyl ester, 3 g of imidazole, 33 g of tert-butyldimethylsilyl-chloride, and 6 mL of DMF was stirred under inert atmosphere overnight. The mixture was diluted with 250 mL of water and extracted into 3×50 mL portions of ether. The combined ether extracts were washed with 2×50 mL of water, dried over magnesium sulfate and concentrated under reduced pressure. Drying under vacuum overnight gave 4.5 g of product as a colorless oil: 1H NMR (... Reactants: O=C1CN(C1)C(=O)OC(C)(C)C (tert-butyl 3-oxoazetidine-1-carboxylate), COC1=C(CN(S(=O)(=O)C2=CC3=C(N(C(O3)=O)[C@H](C)C3=C(C=CC=C3)I)C=C2F)C2=NC=NS2)C=CC(=C1)OC ((R)—N-(2,4-Dimethoxybenzyl)-5-fluoro-3-(1-(2-iodophenyl)ethyl)-2-oxo-N-(1,2,4-thiadiazol-5-yl)-2,3-dihydrobenzo[d]oxazole-6-sulfonamide). The solvent is CS(=O)C (DMSO), C1CCOC1 (THF), C1CCOC1 (THF). Conditions: temperature -40 celsius, time 20 minute. Yields the product COC1=C(CN(S(=O)(=O)C2=CC3=C(N(C(O3)=O)[C@H](C)C3=C(C=CC=C3)C3(CN(C3)C(=O)OC(C)(C)C)O)C=C2F)C2=NC=NS2)C=CC(=C1)OC ((R)-tert-Butyl 3-(2-(1-(6-(N-(2,4-dimethoxybenzyl)-N-(1,2,4-thiadiazol-5-yl)sulfamoyl)-5-fluoro-2-oxobenzo[d]oxazol-3(2H)-yl)ethyl)phenyl)-3-hydroxyazetidine-1-carboxylate). RXN SMILES: [CH3:1][O:2][C:3]1[CH:38]=[C:37]([O:39][CH3:40])[CH:36]=[CH:35][C:4]=1[CH2:5][N:6]([C:30]1[S:34][N:33]=[CH:32][N:31]=1)[S:7]([C:10]1[C:28]([F:29])=[CH:27][C:13]2[N:14]([C@@H:18]([C:20]3[CH:25]=[CH:24][CH:23]=[CH:22][C:21]=3I)[CH3:19])[C:15](=[O:17])[O:16][C:12]=2[CH:11]=1)(=[O:9])=[O:8].[O:41]=[C:42]1[CH2:45][N:44]([C:46]([O:48][C:49]([CH3:52])([CH3:51])[CH3:50])=[O:47])[CH2:43]1>C1COCC1.CS(C)=O>[CH3:1][O:2][C:3]1[CH:38]=[C:37]([O:39][CH3:40])[CH:36]=[CH:35][C:4]=1[CH2:5][N:6]([C:30]1[S:34][N:33]=[CH:32][N:31]=1)[S:7]([C:10]1[C:28]([F:29])=[CH:27][C:13]2[N:14]([C@@H:18]([C:20]3[CH:25]=[CH:24][CH:23]=[CH:22][C:21]=3[C:42]3([OH:41])[CH2:43][N:44]([C:46]([O:48][C:49]([CH3:51])([CH3:50])[CH3:52])=[O:47])[CH2:45]3)[CH3:19])[C:15](=[O:17])[O:16][C:12]=2[CH:11]=1)(=[O:9])=[O:8]. Procedure details: In an oven-dried 25 mL RB flask, added (R)—N-(2,4-dimethoxybenzyl)-5-fluoro-3-(1-(2-iodophenyl)ethyl)-2-oxo-N-(1,2,4-thiadiazol-5-yl)-2,3-dihydrobenzo[d]oxazole-6-sulfonamide (32-1, 400 mg, 0.574 mmol) to THF (2154 μl) and cooled to −40° C. Was a suspension. Added isopropylmagnesium chloride-lithium chloride complex (1325 μl, 1.723 mmol) dropwise, stirred at −40° C. for 20 min—became a dark orange solution. Following this duration, added tert-butyl 3-oxoazetidine-1-carboxylate (32-2, 295 mg, 1.7... Reactants: O=C([O-])[O-], COc1ccc(S(=O)(=O)OCCc2ccc(OS(=O)(=O)c3ccc(OC)cc3)cc2)cc1, CC#N, [K+], [K+], O=Cc1ccc(O)cc1. The product is COc1ccc(S(=O)(=O)Oc2ccc(CCOc3ccc(C=O)cc3)cc2)cc1. Reaction SMILES: [C:42](=[O:43])([O-:44])[O-:45].[CH3:1][O:2][c:3]1[cH:4][cH:5][c:6]([S:7](=[O:8])(=[O:9])[O:12][CH2:13][CH2:14][c:15]2[cH:16][cH:17][c:18]([O:21][S:22](=[O:23])(=[O:24])[c:25]3[cH:26][cH:27][c:28]([O:31][CH3:32])[cH:29][cH:30]3)[cH:19][cH:20]2)[cH:10][cH:11]1.[CH3:48][C:49]#[N:50].[K+:46].[K+:47].[OH:33][c:34]1[cH:35][cH:36][c:37]([CH:38]=[O:39])[cH:40][cH:41]1>>[O:12]([CH2:13][CH2:14][c:15]1[cH:16][cH:17][c:18]([O:21][S:22](=[O:23])(=[O:24])[c:25]2[cH:26][cH:27][c:28]([O:31][CH3:32])[cH:29][cH:30]2)[cH:19][cH:20]1)[c:34]1[cH:35][cH:36][c:37]([CH:38]=[O:39])[cH:40][cH:41]1. Reactants: ClCl, CCOC(=O)C1=Cc2cc3c(cc2OC1C(F)(F)F)OCO3, O=C(O)C(F)(F)F. Product: CCOC(=O)C1=Cc2c(cc3c(c2Cl)OCO3)OC1C(F)(F)F. RXN SMILES: [Cl:23][Cl:24].[F:1][C:2]([CH:3]1[O:4][c:5]2[cH:6][c:7]3[c:8]([cH:9][c:10]2[CH:11]=[C:12]1[C:13](=[O:14])[O:15][CH2:16][CH3:17])[O:18][CH2:19][O:20]3)([F:21])[F:22].[F:25][C:26]([F:27])([F:28])[C:29]([OH:30])=[O:31]>>[F:1][C:2]([CH:3]1[O:4][c:5]2[cH:6][c:7]3[c:8]([c:9]([Cl:23])[c:10]2[CH:11]=[C:12]1[C:13](=[O:14])[O:15][CH2:16][CH3:17])[O:18][CH2:19][O:20]3)([F:21])[F:22]. Yields the product CC1(C)OC(=O)NC1c1ccccc1. As a reaction SMILES: [C:19](=[O:20])([O-:21])[O-:22].[CH3:25][CH2:26][OH:27].[K+:23].[K+:24].[OH:1][C:2]([CH:3]([c:4]1[cH:5][cH:6][cH:7][cH:8][cH:9]1)[NH:10][C:11]([C:12]([Cl:13])([Cl:14])[Cl:15])=[O:16])([CH3:17])[CH3:18]>>[O:1]1[C:2]([CH3:17])([CH3:18])[CH:3]([c:4]2[cH:5][cH:6][cH:7][cH:8][cH:9]2)[NH:10][C:11]1=[O:16]. The reactants are O=C([O-])[O-], CCO, [K+], [K+], CC(C)(O)C(NC(=O)C(Cl)(Cl)Cl)c1ccccc1.